From a dataset of the Open Reaction Database (ORD), a public repository of structured organic reaction records. describe an organic reaction: reactants, conditions, products, and yield The reactants are COC(=O)C1=NC=C(N=C1N)\C=C/OCC (3-amino-5-((Z)-2-ethoxy-vinyl)-pyrazine-2-carboxylic acid methyl ester), CO (MeOH), C(=O)(O)[O-].[Na+] (NaHCO3). Run in Cl (HCl). The product is COC(=O)C1=NC=C(N=C1N)CC(OC)OC (3-Amino-5-(2,2-dimethoxy-ethyl)-pyrazine-2-carboxylic acid methyl ester). RXN SMILES: [CH3:1][O:2][C:3]([C:5]1[C:10]([NH2:11])=[N:9][C:8](/[CH:12]=[CH:13]\[O:14][CH2:15]C)=[CH:7][N:6]=1)=[O:4].CO.[C:19]([O-])(O)=[O:20].[Na+]>Cl>[CH3:1][O:2][C:3]([C:5]1[C:10]([NH2:11])=[N:9][C:8]([CH2:12][CH:13]([O:14][CH3:15])[O:20][CH3:19])=[CH:7][N:6]=1)=[O:4] |f:2.3|. Reported procedure: A solution of 3-amino-5-((Z)-2-ethoxy-vinyl)-pyrazine-2-carboxylic acid methyl ester (220 mg, 0.986 mmol) in 3M HCl in MeOH (210 μl, 6.90 mmol) was heated at 55° C. over night. A solution of 10% of NaHCO3 was added the mixture was extracted with EtOAc. The combined organic layer was dried with Na2SO4, filtered and concentrated under reduced pressure to obtain a brown solid (141 mg). The crude material was directly used in the next step without further purification.